From a dataset of the Open Reaction Database (ORD), a public repository of structured organic reaction records. describe an organic reaction: reactants, conditions, products, and yield Reactants: COc1ccccc(N(C)S(=O)(=O)c2ccc(C)cc2)c1=O, CO, N. The product is Cc1ccc(S(=O)(=O)N(C)c2ccccc(N)c2=O)cc1. As a reaction SMILES: [CH3:1][O:2][c:3]1[c:4](=[O:22])[c:5]([N:10]([CH3:11])[S:12](=[O:13])(=[O:14])[c:15]2[cH:16][cH:17][c:18]([CH3:21])[cH:19][cH:20]2)[cH:6][cH:7][cH:8][cH:9]1.[CH3:24][OH:25].[NH3:23]>>[c:3]1([NH2:23])[c:4](=[O:22])[c:5]([N:10]([CH3:11])[S:12](=[O:13])(=[O:14])[c:15]2[cH:16][cH:17][c:18]([CH3:21])[cH:19][cH:20]2)[cH:6][cH:7][cH:8][cH:9]1. Starting materials: BrC=1C=NC=2N(C1)N=CC2 (6-bromo-pyrazolo[1,5-a]pyrimidine), N1=C(C=CC=C1)C=1C(=C2N(N1)CCC2)B(O)O (2-(pyridin-2-yl)-5,6-dihydro-4H-pyrrolo[1,2-b]pyrazole-3-boronic acid), C([O-])([O-])=O.[K+].[K+] (potassium carbonate), CS(=O)C (dimethylsulfoxide). Reagents/catalysts: C=1C=CC(=CC1)[P](C=2C=CC=CC2)(C=3C=CC=CC3)[Pd]([P](C=4C=CC=CC4)(C=5C=CC=CC5)C=6C=CC=CC6)([P](C=7C=CC=CC7)(C=8C=CC=CC8)C=9C=CC=CC9)[P](C=1C=CC=CC1)(C=1C=CC=CC1)C=1C=CC=CC1 (tetrakis(triphenylphosphine)palladium(0)). Run in C(C)OCC (diethyl ether). Yields the product N1=C(C=CC=C1)C=1C(=C2N(N1)CCC2)C=2C=NC=1N(C2)N=CC1 (6-[2-(Pyridin-2-yl)-5,6-dihydro-4H-pyrrolo[1,2-b]pyrazol-3-yl]-pyrazolo[1,5-a]pyrimidine). Isolated yield 26.2%. As a reaction SMILES: Br[C:2]1[CH:3]=[N:4][C:5]2[N:6]([N:8]=[CH:9][CH:10]=2)[CH:7]=1.[N:11]1[CH:16]=[CH:15][CH:14]=[CH:13][C:12]=1[C:17]1[C:18](B(O)O)=[C:19]2[CH2:24][CH2:23][CH2:22][N:20]2[N:21]=1.C(=O)([O-])[O-].[K+].[K+].CS(C)=O>C(OCC)C.C1C=CC([P]([Pd]([P](C2C=CC=CC=2)(C2C=CC=CC=2)C2C=CC=CC=2)([P](C2C=CC=CC=2)(C2C=CC=CC=2)C2C=CC=CC=2)[P](C2C=CC=CC=2)(C2C=CC=CC=2)C2C=CC=CC=2)(C2C=CC=CC=2)C2C=CC=CC=2)=CC=1>[N:11]1[CH:16]=[CH:15][CH:14]=[CH:13][C:12]=1[C:17]1[C:18]([C:2]2[CH:3]=[N:4][C:5]3[N:6]([N:8]=[CH:9][CH:10]=3)[CH:7]=2)=[C:19]2[CH2:24][CH2:23][CH2:22][N:20]2[N:21]=1 |f:2.3.4,^1:46,48,67,86|. Procedure details: To a microwave tube, add 6-bromo-pyrazolo[1,5-a]pyrimidine (0.175 g, 0.884 mmol), 2-(pyridin-2-yl)-5,6-dihydro-4H-pyrrolo[1,2-b]pyrazole-3-boronic acid (0.25 g, 1.09 mmol), tetrakis(triphenylphosphine)palladium(0) (31 mg, 0.027 mmol), 2M aqueous potassium carbonate (0.5 mL, 1.0 mmol) and dimethylsulfoxide (1.5 mL). Irradiate the reaction in a microwave reactor set at 110° C., 50 Watts, 10 min with external cooling. Dilute the reaction mixture with diethyl ether (250 mL) and extract the product i... Reactants: ClC1=C(C=C(C(=O)Cl)C=C1)[N+](=O)[O-] (4-chloro-3-nitrobenzoyl chloride), NC=1SC(=CN1)C(C)(C)C (2-amino-5-tert-butylthiazole). The solvent is N1=CC=CC=C1 (pyridine). Yields the product C(C)(C)(C)C1=CN=C(S1)NC(C1=CC(=C(C=C1)Cl)[N+](=O)[O-])=O (N-(5-tert-Butyl-thiazol-2-yl)-4-chloro-3-nitro-benzamide). Yield: 77.5%. As a reaction SMILES: [Cl:1][C:2]1[CH:10]=[CH:9][C:5]([C:6](Cl)=[O:7])=[CH:4][C:3]=1[N+:11]([O-:13])=[O:12].[NH2:14][C:15]1[S:16][C:17]([C:20]([CH3:23])([CH3:22])[CH3:21])=[CH:18][N:19]=1>N1C=CC=CC=1>[C:20]([C:17]1[S:16][C:15]([NH:14][C:6](=[O:7])[C:5]2[CH:9]=[CH:10][C:2]([Cl:1])=[C:3]([N+:11]([O-:13])=[O:12])[CH:4]=2)=[N:19][CH:18]=1)([CH3:23])([CH3:22])[CH3:21]. Procedure: A solution of 4-chloro-3-nitrobenzoyl chloride (1.336 g, 6.681 mmol) in anhydrous pyridine (30 mL) was treated with 2-amino-5-tert-butylthiazole (1.044 g, 6.681 mmol) and the reaction stirred at room temperature under a nitrogen atmosphere. The solvent was removed by rotary evaporation in vacuo and the residue dried on a vacuum pump. The residue was taken up in ethyl acetate (100 mL) and washed with water (4×50 mL) and brine (50 mL). The organic phase was dried over anhydrous sodium sulfate, fil... Starting materials: BrC1=CC=C(C(C(=O)O)=C1)O (5-bromosalicylic acid), ClC=1C=C(N)C=CC1Cl (3,4-dichloroaniline), raw materials. Yields the product BrC=1C=CC(=C(C(=O)NC2=CC(=C(C=C2)Cl)Cl)C1)O (5-Bromo-N-(3,4-dichlorophenyl)-2-hydroxybenzamide). Isolated yield 58.2%. RXN SMILES: [Br:1][C:2]1[CH:10]=[C:6]([C:7]([OH:9])=O)[C:5]([OH:11])=[CH:4][CH:3]=1.[Cl:12][C:13]1[CH:14]=[C:15]([CH:17]=[CH:18][C:19]=1[Cl:20])[NH2:16]>>[Br:1][C:2]1[CH:3]=[CH:4][C:5]([OH:11])=[C:6]([CH:10]=1)[C:7]([NH:16][C:15]1[CH:17]=[CH:18][C:19]([Cl:20])=[C:13]([Cl:12])[CH:14]=1)=[O:9]. Reported procedure: Using 5-bromosalicylic acid and 3,4-dichloroaniline as the raw materials, the same operation as the example 16 gave the title compound.